From a dataset of the Open Reaction Database (ORD), a public repository of structured organic reaction records. describe an organic reaction: reactants, conditions, products, and yield Reactants: C(C1=CC=CC=C1)OCC[C@@H]1C[C@H](C1)CS(=O)(=O)[O-] (trans-3-(benzyloxyethyl)cyclobutyl-mesylate), N(=[N+]=[N-])CC1=CC=C(OC)C=C1.FC=1C(NC(NC1)=O)=O (N3-PMB 5-fluoro-uracil), C(=O)([O-])[O-].[K+].[K+] (K2CO3), C1COCCOCCOCCOCCOCCO1 (18-crown-6). Run in O (H2O), CCOC(=O)C (EtOAc), CN(C)C=O (DMF). Conditions: temperature 120 celsius, time 5 minute. The product is N(=[N+]=[N-])CC1=CC=C(OC)C=C1.FC=1C(NC(N(C1)[C@@H]1C[C@@H](C1)CCOCC1=CC=CC=C1)=O)=O (N3—PMB 5-Fluoro-1-[cis-3-(benzyloxyethyl)cyclobutyl]uracil). Yield: 46.7%. RXN SMILES: [CH2:1]([O:8][CH2:9][CH2:10][C@H:11]1[CH2:14][C@H:13](CS([O-])(=O)=O)[CH2:12]1)[C:2]1[CH:7]=[CH:6][CH:5]=[CH:4][CH:3]=1.[N:20]([CH2:23][C:24]1[CH:31]=[CH:30][C:27]([O:28][CH3:29])=[CH:26][CH:25]=1)=[N+:21]=[N-:22].[F:32][C:33]1[C:34](=[O:40])[NH:35][C:36](=[O:39])[NH:37][CH:38]=1.C([O-])([O-])=O.[K+].[K+].C1OCCOCCOCCOCCOCCOC1>O.CCOC(C)=O.CN(C=O)C>[N:20]([CH2:23][C:24]1[CH:31]=[CH:30][C:27]([O:28][CH3:29])=[CH:26][CH:25]=1)=[N+:21]=[N-:22].[F:32][C:33]1[C:34](=[O:40])[NH:35][C:36](=[O:39])[N:37]([C@H:13]2[CH2:12][C@@H:11]([CH2:10][CH2:9][O:8][CH2:1][C:2]3[CH:3]=[CH:4][CH:5]=[CH:6][CH:7]=3)[CH2:14]2)[CH:38]=1 |f:1.2,3.4.5,10.11|. Reported procedure: In a 50 mL three-neck flask with trans-3-(benzyloxyethyl)cyclobutyl-mesylate (0.34 g, 1.2 mmol), N3-PMB-5-fluoro-uracil (0.36 g, 1.44 mmol), K2CO3 (0.2 g, 1.44 mmol) and 18-crown-6 (0.38 g, 1.44 mmol) inside, dry DMF 10 mL was added under argon to give a light yellow solution with some white solids at the bottom of the flask. After 5 min, start to heat to 120° C. After 24 hr, add 30 mL EtOAc and 20 mL H2O. The organic phase was separated and washed with brine once. The organic phase was dried ov... The reactants are O=C1CCCC(=C2CC=Cc3ccccc32)C(=O)O1, C1COCCN1, ClCCl. The product is O=C(O)C(CCCC(=O)N1CCOCC1)=C1CC=Cc2ccccc21. RXN SMILES: [C:1]1(=[C:11]2[C:12](=[O:13])[O:14][C:15](=[O:19])[CH2:16][CH2:17][CH2:18]2)[CH2:2][CH:3]=[CH:4][c:5]2[cH:6][cH:7][cH:8][cH:9][c:10]21.[CH2:20]1[CH2:21][O:22][CH2:23][CH2:24][NH:25]1.[CH2:26]([Cl:27])[Cl:28]>>[C:1]1(=[C:11]([C:12](=[O:13])[OH:14])[CH2:18][CH2:17][CH2:16][C:15](=[O:19])[N:25]2[CH2:20][CH2:21][O:22][CH2:23][CH2:24]2)[CH2:2][CH:3]=[CH:4][c:5]2[cH:6][cH:7][cH:8][cH:9][c:10]21.